This data is from the Open Reaction Database (ORD), a public repository of structured organic reaction records. The task is: describe an organic reaction: reactants, conditions, products, and yield The reactants are c1ccc(C(OCC2CCc3ncnn32)(c2ccccc2)c2ccccc2)cc1, C1COCCO1, Cl. Product: OCC1CCc2ncnn21. Reaction SMILES: [C:1]([c:2]1[cH:3][cH:4][cH:5][cH:6][cH:7]1)([c:8]1[cH:9][cH:10][cH:11][cH:12][cH:13]1)([c:14]1[cH:15][cH:16][cH:17][cH:18][cH:19]1)[O:20][CH2:21][CH:22]1[CH2:23][CH2:24][c:25]2[n:26]1[n:27][cH:28][n:29]2.[CH2:31]1[O:32][CH2:33][CH2:34][O:35][CH2:36]1.[ClH:30]>>[OH:20][CH2:21][CH:22]1[CH2:23][CH2:24][c:25]2[n:26]1[n:27][cH:28][n:29]2. Starting materials: Nc1ccc(N2CCOCC2)cc1, C1CCOC1, COc1cccc(-c2ccc3c(c2)NC(=O)C3=CO)c1. Product: COc1cccc(-c2ccc3c(c2)NC(=O)C3=CNc2ccc(N3CCOCC3)cc2)c1. RXN SMILES: [O:21]1[CH2:22][CH2:23][N:24]([c:27]2[cH:28][cH:29][c:30]([NH2:33])[cH:31][cH:32]2)[CH2:25][CH2:26]1.[O:34]1[CH2:35][CH2:36][CH2:37][CH2:38]1.[OH:1][CH:2]=[C:3]1[C:4](=[O:20])[NH:5][c:6]2[cH:7][c:8](-[c:12]3[cH:13][c:14]([O:18][CH3:19])[cH:15][cH:16][cH:17]3)[cH:9][cH:10][c:11]21>>[CH:2](=[C:3]1[C:4](=[O:20])[NH:5][c:6]2[cH:7][c:8](-[c:12]3[cH:13][c:14]([O:18][CH3:19])[cH:15][cH:16][cH:17]3)[cH:9][cH:10][c:11]21)[NH:33][c:30]1[cH:29][cH:28][c:27]([N:24]2[CH2:23][CH2:22][O:21][CH2:26][CH2:25]2)[cH:32][cH:31]1.